Dataset: the Open Reaction Database (ORD), a public repository of structured organic reaction records. Task: describe an organic reaction: reactants, conditions, products, and yield The reactants are B, O=C([O-])[O-], O=C(O)Cc1ccc(C(F)(F)F)cc1, [K+], [K+], C1CCOC1, O. Yields the product OCCc1ccc(C(F)(F)F)cc1. As a reaction SMILES: [BH3:15].[C:17](=[O:18])([O-:19])[O-:20].[F:1][C:2]([c:3]1[cH:4][cH:5][c:6]([CH2:9][C:10](=[O:11])[OH:12])[cH:7][cH:8]1)([F:13])[F:14].[K+:21].[K+:22].[O:23]1[CH2:24][CH2:25][CH2:26][CH2:27]1.[OH2:16]>>[F:1][C:2]([c:3]1[cH:4][cH:5][c:6]([CH2:9][CH2:10][OH:11])[cH:7][cH:8]1)([F:13])[F:14]. The reactants are CCCC[N+](CCCC)(CCCC)CCCC, CCOC(C)=O, [F-], C1CCOC1, COCc1cnc2c(c1)cc(C(=CC1CCCC1)c1ccc(S(C)(=O)=O)cc1)n2S(=O)(=O)c1ccccc1. The product is COCc1cnc2[nH]c(C(=CC3CCCC3)c3ccc(S(C)(=O)=O)cc3)cc2c1. As a reaction SMILES: [CH3:40][CH2:41][CH2:42][CH2:43][N+:44]([CH2:45][CH2:46][CH2:47][CH3:48])([CH2:49][CH2:50][CH2:51][CH3:52])[CH2:53][CH2:54][CH2:55][CH3:56].[CH3:62][CH2:63][O:64][C:65](=[O:66])[CH3:67].[F-:39].[O:57]1[CH2:58][CH2:59][CH2:60][CH2:61]1.[c:1]1([S:2](=[O:3])(=[O:4])[n:10]2[c:11]([C:22](=[CH:23][CH:24]3[CH2:25][CH2:26][CH2:27][CH2:28]3)[c:29]3[cH:30][cH:31][c:32]([S:35](=[O:36])(=[O:37])[CH3:38])[cH:33][cH:34]3)[cH:12][c:13]3[c:14]2[n:15][cH:16][c:17]([CH2:19][O:20][CH3:21])[cH:18]3)[cH:5][cH:6][cH:7][cH:8][cH:9]1>>[nH:10]1[c:11]([C:22](=[CH:23][CH:24]2[CH2:25][CH2:26][CH2:27][CH2:28]2)[c:29]2[cH:30][cH:31][c:32]([S:35](=[O:36])(=[O:37])[CH3:38])[cH:33][cH:34]2)[cH:12][c:13]2[c:14]1[n:15][cH:16][c:17]([CH2:19][O:20][CH3:21])[cH:18]2. Starting materials: FC(C(=O)O)(F)F.CC1=C(C=CC(=C1)C1=NN=CN1C1OCCCC1)C1=CN=C2C(=N1)NC1(C(N2)=O)CC1 (7′-(2-Methyl-4-(4-(tetrahydro-2H-pyran-2-yl)-4H-1,2,4-triazol-3-yl)phenyl)-1′H-spiro[cyclopropane-1,2′-pyrazino[2,3-b]pyrazin]-3′(4′H)-one Trifluoroacetate), CC1(N(C=2C(=NC=C(N2)C2=C(C=C(C=C2)C2=NN=CN2)C)NC1=O)CCC1CCOCC1)C (3,3-Dimethyl-6-(2-methyl-4-(4H-1,2,4-triazol-3-yl)phenyl)-4-(2-(tetrahydro-2H-pyran-4-yl)ethyl)-3,4-dihydropyrazino[2,3-b]pyrazin-2(1H)-one), BrC1=CN=C2C(=N1)NC1(C(N2)=O)CC1 (7′-bromo-1′H-spiro[cyclopropane-1,2′-pyrazino[2,3-b]pyrazin]-3′(4′H)-one), ClCCl (dichloromethane), C([O-])([O-])=O.[Na+].[Na+] (sodium carbonate). The reagents and catalysts are C1=CC=C(C=C1)P([C-]2C=CC=C2)C3=CC=CC=C3.C1=CC=C(C=C1)P([C-]2C=CC=C2)C3=CC=CC=C3.Cl[Pd]Cl.[Fe+2] ([1,1′-bis(diphenylphosphino)-ferrocene]dichloropalladium(II)). Solvent: C(C)(C)O (isopropanol), O1CCOCC1 (1,4-dioxane). Conditions: temperature 100 celsius. Product: CC1=C(C=CC(=C1)C1=NN=CN1)C1=CN=C2C(=N1)NC1(C(N2)=O)CC1 (7′-(2-Methyl-4-(4H-1,2,4-triazol-3-yl)phenyl)-1′H-spiro[cyclopropane-1,2′-pyrazino[2,3-b]pyrazin]-3′(4′H)-one). Isolated yield 38.0%. As a reaction SMILES: FC(F)(F)C(O)=O.[CH3:8][C:9]1[CH:14]=[C:13]([C:15]2[N:19](C3CCCCO3)[CH:18]=[N:17][N:16]=2)[CH:12]=[CH:11][C:10]=1[C:26]1[N:31]=[C:30]2[NH:32][C:33]3([CH2:38][CH2:37]3)[C:34](=[O:36])[NH:35][C:29]2=[N:28][CH:27]=1.CC1(C)C(=O)NC2=NC=C(C3C=CC(C4NC=NN=4)=CC=3C)N=C2N1CCC1CCOCC1.BrC1N=C2NC3(CC3)C(=O)NC2=NC=1.ClCCl.C(=O)([O-])[O-].[Na+].[Na+]>C1C=CC(P(C2C=CC=CC=2)[C-]2C=CC=C2)=CC=1.C1C=CC(P(C2C=CC=CC=2)[C-]2C=CC=C2)=CC=1.Cl[Pd]Cl.[Fe+2].C(O)(C)C.O1CCOCC1>[CH3:8][C:9]1[CH:14]=[C:13]([C:15]2[NH:19][CH:18]=[N:17][N:16]=2)[CH:12]=[CH:11][C:10]=1[C:26]1[N:31]=[C:30]2[NH:32][C:33]3([CH2:37][CH2:38]3)[C:34](=[O:36])[NH:35][C:29]2=[N:28][CH:27]=1 |f:0.1,5.6.7,8.9.10.11|. Procedure details: 7′-(2-Methyl-4-(4-(tetrahydro-2H-pyran-2-yl)-4H-1,2,4-triazol-3-yl)phenyl)-1′H-spiro[cyclopropane-1,2′-pyrazino[2,3-b]pyrazin]-3′(4′H)-one Trifluoroacetate. 3-(3-Methyl-4-(4,4,5,5-tetramethyl-1,3,2-dioxaborolan-2-yl)phenyl)-4-(tetrahydro-2H-pyran-2-yl)-4H-1,2,4-triazole (See Example 2. C) (0.201 g, 0.545 mmol), 7′-bromo-1′H-spiro[cyclopropane-1,2′-pyrazino[2,3-b]pyrazin]-3′(4′H)-one (0.139 g, 0.545 mmol), [1,1′-bis(diphenylphosphino)-ferrocene]dichloropalladium(II), complex with dichloromethane ...